Dataset: the Open Reaction Database (ORD), a public repository of structured organic reaction records. Task: describe an organic reaction: reactants, conditions, products, and yield Reactants: CCOP(=O)(OCC)C1CCC(Cn2cnc3c(Cl)nc(N)nc32)O1, C1CCOC1, CN(C)C, O, Nc1nc2nc[nH]c2c(=O)[nH]1. The product is CCOP(=O)(OCC)C1CCC(Cn2cnc3c(=O)[nH]c(N)nc32)O1. As a reaction SMILES: [CH2:1]([CH3:2])[O:3][P:4]([O:5][CH2:6][CH3:7])(=[O:8])[CH:9]1[O:10][CH:11]([CH2:14][n:15]2[c:16]3[n:17][c:18]([NH2:25])[n:19][c:20]([Cl:24])[c:21]3[n:22][cH:23]2)[CH2:12][CH2:13]1.[CH2:42]1[O:43][CH2:44][CH2:45][CH2:46]1.[CH3:26][N:27]([CH3:28])[CH3:29].[OH2:41].[nH:30]1[c:31](=[O:40])[c:32]2[nH:33][cH:34][n:35][c:36]2[n:37][c:38]1[NH2:39]>>[CH2:1]([CH3:2])[O:3][P:4]([O:5][CH2:6][CH3:7])(=[O:8])[CH:9]1[O:10][CH:11]([CH2:14][n:15]2[c:16]3[n:17][c:18]([NH2:25])[nH:19][c:20](=[O:40])[c:21]3[n:22][cH:23]2)[CH2:12][CH2:13]1.